From a dataset of the Open Reaction Database (ORD), a public repository of structured organic reaction records. describe an organic reaction: reactants, conditions, products, and yield Reactants: Nc1ncnn2c(C3CCNCC3)cc(-c3ccc4sc(Cc5ccccc5)nc4c3)c12, CS(=O)(=O)Cl. Yields the product CS(=O)(=O)N1CCC(c2cc(-c3ccc4sc(Cc5ccccc5)nc4c3)c3c(N)ncnn23)CC1. As a reaction SMILES: [CH2:1]([c:2]1[cH:3][cH:4][cH:5][cH:6][cH:7]1)[c:8]1[s:9][c:10]2[c:11]([n:12]1)[cH:13][c:14](-[c:17]1[cH:18][c:19]([CH:27]3[CH2:28][CH2:29][NH:30][CH2:31][CH2:32]3)[n:20]3[n:21][cH:22][n:23][c:24]([NH2:26])[c:25]13)[cH:15][cH:16]2.[CH3:33][S:34]([Cl:35])(=[O:36])=[O:37]>>[CH2:1]([c:2]1[cH:3][cH:4][cH:5][cH:6][cH:7]1)[c:8]1[s:9][c:10]2[c:11]([n:12]1)[cH:13][c:14](-[c:17]1[cH:18][c:19]([CH:27]3[CH2:28][CH2:29][N:30]([S:34]([CH3:33])(=[O:36])=[O:37])[CH2:31][CH2:32]3)[n:20]3[n:21][cH:22][n:23][c:24]([NH2:26])[c:25]13)[cH:15][cH:16]2. The reactants are CCCON=C(C(=O)O)c1csc(N)n1, CC(=O)OC(C)=O, O=CO. Yields the product CCCON=C(C(=O)O)c1csc(NC=O)n1. As a reaction SMILES: [CH2:8]([CH2:9][CH3:10])[O:11][N:12]=[C:13]([C:14](=[O:15])[OH:16])[c:17]1[n:18][c:19]([NH2:22])[s:20][cH:21]1.[CH3:1][C:2](=[O:3])[O:4][C:5](=[O:6])[CH3:7].[CH:23]([OH:24])=[O:25]>>[CH:2](=[O:3])[NH:22][c:19]1[n:18][c:17]([C:13](=[N:12][O:11][CH2:8][CH2:9][CH3:10])[C:14](=[O:15])[OH:16])[cH:21][s:20]1. Reactants: C(C)(C)(C)OC(NC(=N)C1=CC=C(C=C1)CNC(=O)[C@@H]1CCC=2N1C(C(=CN2)NCC2=CC=CC=C2)=O)=O ((6S)-[(4-{[(3-benzylamino-4-oxo-4,6,7,8-tetrahydro-pyrrolo[1,2-a]pyrimidine-6-carbonyl)-amino]-methyl}-phenyl)-imino-methyl]-carbamic acid tert-butyl ester), C(C1=CC=CC=C1)OC(N(C1=CN=C2N(C1=O)[C@@H](C[C@@]2(C)N)C(NCC2=CC=C(C=C2)C(=N)NC(=O)OCC2=CC=CC=C2)=O)CC=C)=O ((6S,8R)-alIyl-{8-amino-6-[4-(benzyloxycarbonylamino-imino-methyl)-benzylcarbamoyl]-8-methyl-4-oxo-4,6,7,8-tetrahydro-pyrrolo [1,2-a]pyrimidin-3-yl}-carbamic acid benzyl ester), C(C)=O (acetaldehyde), [BH-](OC(=O)C)(OC(=O)C)OC(=O)C.[Na+] (NaBH(OAc)3). Product: C(C1=CC=CC=C1)OC(N(C1=CN=C2N(C1=O)[C@@H](C[C@@]2(C)NCC)C(NCC2=CC=C(C=C2)C(=N)NC(=O)OCC2=CC=CC=C2)=O)CC=C)=O ((6S,8R)-allyl-{6-[4-(benzyloxycarbonylamino-imino-methyl)-benzylcarbamoyl]-8-ethylamino-8-methyl-4-oxo-4,6,7,8-tetrahydro-pyrrolo[1,2-a]pyrimidin-3-yl}-carbamic acid benzyl ester). Yield: 54.0%. As a reaction SMILES: [C:1](OC(=O)NC(C1C=CC(CNC([C@H]2N3C(=O)C(NCC4C=CC=CC=4)=CN=C3CC2)=O)=CC=1)=N)(C)(C)[CH3:2].[CH2:39]([O:46][C:47](=[O:87])[N:48]([CH2:84][CH:85]=[CH2:86])[C:49]1[C:54](=[O:55])[N:53]2[C@H:56]([C:61](=[O:83])[NH:62][CH2:63][C:64]3[CH:69]=[CH:68][C:67]([C:70]([NH:72][C:73]([O:75][CH2:76][C:77]4[CH:82]=[CH:81][CH:80]=[CH:79][CH:78]=4)=[O:74])=[NH:71])=[CH:66][CH:65]=3)[CH2:57][C@:58]([NH2:60])([CH3:59])[C:52]2=[N:51][CH:50]=1)[C:40]1[CH:45]=[CH:44][CH:43]=[CH:42][CH:41]=1.C(=O)C.[BH-](OC(C)=O)(OC(C)=O)OC(C)=O.[Na+]>>[CH2:39]([O:46][C:47](=[O:87])[N:48]([CH2:84][CH:85]=[CH2:86])[C:49]1[C:54](=[O:55])[N:53]2[C@H:56]([C:61](=[O:83])[NH:62][CH2:63][C:64]3[CH:69]=[CH:68][C:67]([C:70]([NH:72][C:73]([O:75][CH2:76][C:77]4[CH:78]=[CH:79][CH:80]=[CH:81][CH:82]=4)=[O:74])=[NH:71])=[CH:66][CH:65]=3)[CH2:57][C@:58]([NH:60][CH2:1][CH3:2])([CH3:59])[C:52]2=[N:51][CH:50]=1)[C:40]1[CH:45]=[CH:44][CH:43]=[CH:42][CH:41]=1 |f:3.4|. Procedure: Following a procedure similar to that for the preparation of intermediate 1k, 26a (30.0 mg, 0.045 mmol), acetaldehyde (2.2 mg, 0.050 mmol) and NaBH(OAc)3 (14.4 mg, 0.068 mmol) yielded 16.9 mg (54%) of 26b. MS (ESI) 692.5 (M+H+). Starting materials: C(C)(C)(C)OC(NC1=C(C=C(C(=C1)N(C)C)C(F)(F)F)N)=O ((2-amino-5-dimethylamino-4-trifluoromethyl-phenyl)-carbamic acid tert-butyl ester), C(C)(C)(C)OC(CC(C1=CC(=CC=C1)C1=NC=CN=C1)=O)=O (3-oxo-3-(3-pyrazin-2-yl-phenyl)-propionic acid tert-butyl ester). The product is C(C)(C)(C)OC(NC1=C(C=C(C(=C1)N(C)C)C(F)(F)F)NC(CC(C1=CC(=CC=C1)C1=NC=CN=C1)=O)=O)=O ({5-Dimethylamino-2-[3-oxo-3-(3-pyrazin-2-yl-phenyl)-propionylamino]-4-trifluoromethyl-phenyl}-carbamic acid tert-butyl ester), foam. Yield: 68.0%. RXN SMILES: [C:1]([O:5][C:6](=[O:22])[NH:7][C:8]1[CH:13]=[C:12]([N:14]([CH3:16])[CH3:15])[C:11]([C:17]([F:20])([F:19])[F:18])=[CH:10][C:9]=1[NH2:21])([CH3:4])([CH3:3])[CH3:2].C([O:27][C:28](=O)[CH2:29][C:30](=[O:43])[C:31]1[CH:36]=[CH:35][CH:34]=[C:33]([C:37]2[CH:42]=[N:41][CH:40]=[CH:39][N:38]=2)[CH:32]=1)(C)(C)C>>[C:1]([O:5][C:6](=[O:22])[NH:7][C:8]1[CH:13]=[C:12]([N:14]([CH3:16])[CH3:15])[C:11]([C:17]([F:20])([F:19])[F:18])=[CH:10][C:9]=1[NH:21][C:28](=[O:27])[CH2:29][C:30](=[O:43])[C:31]1[CH:36]=[CH:35][CH:34]=[C:33]([C:37]2[CH:42]=[N:41][CH:40]=[CH:39][N:38]=2)[CH:32]=1)([CH3:4])([CH3:2])[CH3:3]. Reported procedure: The title compound was prepared from (2-amino-5-dimethylamino-4-trifluoromethyl-phenyl)-carbamic acid tert-butyl ester (Example J1) (319 mg, 1.0 mmol) and 3-oxo-3-(3-pyrazin-2-yl-phenyl)-propionic acid tert-butyl ester (Example K14) (298 mg, 1.0 mmol) according to the general procedure M. Obtained as a light brown foam (370 mg, 68%). Reactants: NC1=NC(=NC=C1Br)N1CCN(CC1)C(=O)OC(C)(C)C (tert-butyl 4-(4-amino-5-bromopyrimidin-2-yl)piperazine-1-carboxylate), COC(N(C)C)OC (N,N-dimethylformamide dimethyl acetal). Procedure details: A 100 mL round bottom flask was charged with tert-butyl 4-(4-amino-5-bromopyrimidin-2-yl)piperazine-1-carboxylate (2.0 g, 5.6 mmol), N,N-dimethylformamide dimethyl acetal (0.9 g, 7.3 mmol) and toluene (60 mL). The resulting mixture was heated at reflux for 12 h. Work-up: the solvent was evaporated to dryness to afford the product, which was used in the next step without further purification. The solvent is C1(=CC=CC=C1)C (toluene). The product is BrC=1C(=NC(=NC1)N1CCN(CC1)C(=O)OC(C)(C)C)N=CN(C)C (tert-Butyl 4-(5-bromo-4-(((dimethylamino)methylene)amino)pyrimidin-2-yl)piperazine-1-carboxylate). RXN SMILES: [NH2:1][C:2]1[C:7]([Br:8])=[CH:6][N:5]=[C:4]([N:9]2[CH2:14][CH2:13][N:12]([C:15]([O:17][C:18]([CH3:21])([CH3:20])[CH3:19])=[O:16])[CH2:11][CH2:10]2)[N:3]=1.CO[CH:24](OC)[N:25]([CH3:27])[CH3:26]>C1(C)C=CC=CC=1>[Br:8][C:7]1[C:2]([N:1]=[CH:24][N:25]([CH3:27])[CH3:26])=[N:3][C:4]([N:9]2[CH2:10][CH2:11][N:12]([C:15]([O:17][C:18]([CH3:21])([CH3:20])[CH3:19])=[O:16])[CH2:13][CH2:14]2)=[N:5][CH:6]=1.